Task: describe an organic reaction: reactants, conditions, products, and yield. Dataset: the Open Reaction Database (ORD), a public repository of structured organic reaction records Starting materials: Intermediate 243, FC(C(=O)O)(F)F.C[C@@H](CCC)OC=1NC(=C2N=C(N=C2N1)OC)N (2-{[(1S)-1-methylbutyl]oxy}-8-(methyloxy)-1H-purin-6-amine trifluoroacetate), BrCCCCC1COCCC1 (3-(4-bromobutyl)tetrahydro-2H-pyran). The product is C[C@@H](CCC)OC1=NC(=C2N=C(N(C2=N1)CCCCC1COCCC1)OC)N (2-{[(1S)-1-Methylbutyl]oxy}-8-(methyloxy)-9-[4-(tetrahydro-2H-Pyran-3-yl)butyl]-9H-purin-6-amine). As a reaction SMILES: FC(F)(F)C(O)=O.[CH3:8][C@H:9]([O:13][C:14]1[NH:15][C:16]([NH2:25])=[C:17]2[C:21]([N:22]=1)=[N:20][C:19]([O:23][CH3:24])=[N:18]2)[CH2:10][CH2:11][CH3:12].Br[CH2:27][CH2:28][CH2:29][CH2:30][CH:31]1[CH2:36][CH2:35][CH2:34][O:33][CH2:32]1>>[CH3:8][C@H:9]([O:13][C:14]1[N:22]=[C:21]2[C:17]([N:18]=[C:19]([O:23][CH3:24])[N:20]2[CH2:27][CH2:28][CH2:29][CH2:30][CH:31]2[CH2:36][CH2:35][CH2:34][O:33][CH2:32]2)=[C:16]([NH2:25])[N:15]=1)[CH2:10][CH2:11][CH3:12] |f:0.1|. Procedure details: Prepared similarly to Intermediate 243 from 2-{[(1S)-1-methylbutyl]oxy}-8-(methyloxy)-1H-purin-6-amine trifluoroacetate and 3-(4-bromobutyl)tetrahydro-2H-pyran. The reactants are C(C)(=O)C1=CC=C(C(=N1)C#N)N1C[C@H](CC1)O (6-Acetyl-3-((S)-3-hydroxy-pyrrolidin-1-yl)-pyridine-2-carbonitrile), COC(N(C)C)OC (N,N-Dimethylformamide dimethyl acetal), COC(N(C)C)OC (N,N-dimethylformamide dimethyl acetal). Run in C1(=CC=CC=C1)C (toluene). Run at time 16 hour. Yields the product CN(/C=C/C(=O)C1=CC=C(C(=N1)C#N)N1C[C@H](CC1)O)C (6-((E)-3-Dimethylamino-acryloyl)-3-((S)-3-hydroxy-pyrrolidin-1-yl)-pyridine-2-carbonitrile), solid. The yield is 68.0%. Reaction SMILES: [C:1]([C:4]1[N:9]=[C:8]([C:10]#[N:11])[C:7]([N:12]2[CH2:16][CH2:15][C@H:14]([OH:17])[CH2:13]2)=[CH:6][CH:5]=1)(=[O:3])[CH3:2].CO[CH:20](OC)[N:21]([CH3:23])[CH3:22]>C1(C)C=CC=CC=1>[CH3:20][N:21]([CH3:23])/[CH:22]=[CH:2]/[C:1]([C:4]1[N:9]=[C:8]([C:10]#[N:11])[C:7]([N:12]2[CH2:16][CH2:15][C@H:14]([OH:17])[CH2:13]2)=[CH:6][CH:5]=1)=[O:3]. Reported procedure: 6-Acetyl-3-((S)-3-hydroxy-pyrrolidin-1-yl)-pyridine-2-carbonitrile (65) (1.32 g, 5.71 mmol) was dissolved in dry toluene (30 mL). N,N-dimethylformamide dimethyl acetal (2.3 mL, 17.3 mmol) was added and the mixture was stirred at reflux for 5 hours. N,N-Dimethylformamide dimethyl acetal (5.0 mL, 37.6 mmol) was added and the mixture was stirred at reflux for 4 hours. The solution was cooled to rt and the solution left to stand at rt for 16 hours. The solvent was carefully decanted and the remainin... Starting materials: CC1(COB(OC1)C=1C(=CC(=C(C1)[C@]1(NC(COC(C1(F)F)(C)C)=O)C)F)F)C ((R)-5-[5-(5,5-dimethyl-[1,3,2]dioxaborinan-2-yl)-2,4-difluoro-phenyl]-6,6-difluoro-5,7,7-trimethyl-[1,4]oxazepan-3-one), ClC=1OC2=C(N1)C=CC(=C2)C(F)(F)F (2-chloro-6-(trifluoromethyl)benzo[d]oxazole). Reagents/catalysts: [Pd] (palladium). Product: FC1=C(C=C(C(=C1)F)C=1OC2=C(N1)C=CC(=C2)C(F)(F)F)[C@]2(NC(COC(C2(F)F)(C)C)=O)C ((R)-5-[2,4-Difluoro-5-(6-trifluoromethyl-benzooxazol-2-yl)-phenyl]-6,6-difluoro-5,7,7-trimethyl-[1,4]oxazepan-3-one). Yield: 73.0%. RXN SMILES: CC1(C)COB([C:8]2[C:9]([F:28])=[CH:10][C:11]([F:27])=[C:12]([C@:14]3([CH3:26])[C:20]([F:22])([F:21])[C:19]([CH3:24])([CH3:23])[O:18][CH2:17][C:16](=[O:25])[NH:15]3)[CH:13]=2)OC1.Cl[C:31]1[O:32][C:33]2[CH:39]=[C:38]([C:40]([F:43])([F:42])[F:41])[CH:37]=[CH:36][C:34]=2[N:35]=1>[Pd]>[F:27][C:11]1[CH:10]=[C:9]([F:28])[C:8]([C:31]2[O:32][C:33]3[CH:39]=[C:38]([C:40]([F:43])([F:42])[F:41])[CH:37]=[CH:36][C:34]=3[N:35]=2)=[CH:13][C:12]=1[C@:14]1([CH3:26])[C:20]([F:22])([F:21])[C:19]([CH3:23])([CH3:24])[O:18][CH2:17][C:16](=[O:25])[NH:15]1. Reported procedure: In a manner analogous to that described in Example 19a), the palladium-catalyzed coupling of (R)-5-[5-(5,5-dimethyl-[1,3,2]dioxaborinan-2-yl)-2,4-difluoro-phenyl]-6,6-difluoro-5,7,7-trimethyl-[1,4]oxazepan-3-one (intermediate D1.1) and 2-chloro-6-(trifluoromethyl)benzo[d]oxazole yielded the title compound (73% yield) as a white solid. MS (ISP): m/z=491.2 [M+H]+. The reactants are C(C=C)ON(S(=O)(=O)C1=C(C=CC=C1)[N+](=O)[O-])[C@@H]1C(=C[C@H](N(C1)C(=O)OC(C)(C)C)C(N)=O)C ((2S,5R)-tert-butyl 5-(N-(allyloxy)-2-nitrophenylsulfonamido)-2-carbamoyl-4-methyl-5,6-dihydropyridine-1(2H)-carboxylate), C(C=C)ON(S(=O)(=O)C1=C(C=CC=C1)[N+](=O)[O-])[C@@H]1C(=C[C@H](N(C1)C(=O)OC(C)(C)C)C(=O)O)C1CC1 ((2S,5R)-5-(N-(allyloxy)-2-nitrophenylsulfonamido)-1-(tert-butoxycarbonyl)-4-cyclopropyl-1,2,5,6-tetrahydropyridine-2-carboxylic acid), C(C=C)ON(S(=O)(=O)C1=C(C=CC=C1)[N+](=O)[O-])[C@@H]1C(=C[C@H](N(C1)C(=O)OC(C)(C)C)C(=O)O)C1CC1 ((2S,5R)-5-(N-(allyloxy)-2-nitrophenylsulfonamido)-1-(tert-butoxycarbonyl)-4-cyclopropyl-1,2,5,6-tetrahydropyridine-2-carboxylic acid). The product is C(C=C)ON(S(=O)(=O)C1=C(C=CC=C1)[N+](=O)[O-])[C@@H]1C(=C[C@H](N(C1)C(=O)OC(C)(C)C)C(N)=O)C1CC1 ((2S,5R)-tert-butyl 5-(N-(allyloxy)-2-nitrophenylsulfonamido)-2-carbamoyl-4-cyclopropyl-5,6-dihydropyridine-1(2H)-carboxylate), foam. The yield is 63.0%. Reaction SMILES: [CH2:1]([O:4][N:5]([C@H:18]1[CH2:23][N:22]([C:24]([O:26][C:27]([CH3:30])([CH3:29])[CH3:28])=[O:25])[C@H:21]([C:31](O)=[O:32])[CH:20]=[C:19]1[CH:34]1[CH2:36][CH2:35]1)[S:6]([C:9]1[CH:14]=[CH:13][CH:12]=[CH:11][C:10]=1[N+:15]([O-:17])=[O:16])(=[O:8])=[O:7])[CH:2]=[CH2:3].C(O[N:41]([C@H]1CN(C(OC(C)(C)C)=O)[C@H](C(=O)N)C=C1C)S(C1C=CC=CC=1[N+]([O-])=O)(=O)=O)C=C>>[CH2:1]([O:4][N:5]([C@H:18]1[CH2:23][N:22]([C:24]([O:26][C:27]([CH3:28])([CH3:29])[CH3:30])=[O:25])[C@H:21]([C:31](=[O:32])[NH2:41])[CH:20]=[C:19]1[CH:34]1[CH2:35][CH2:36]1)[S:6]([C:9]1[CH:14]=[CH:13][CH:12]=[CH:11][C:10]=1[N+:15]([O-:17])=[O:16])(=[O:7])=[O:8])[CH:2]=[CH2:3]. Procedure details: The title compound was prepared from (2S,5R)-5-(N-(allyloxy)-2-nitrophenylsulfonamido)-1-(tert-butoxycarbonyl)-4-cyclopropyl-1,2,5,6-tetrahydropyridine-2-carboxylic acid (Intermediate 267, 2.33 g, 4.45 mmol) following the procedure described for Intermediate 20. The desired product was obtained as a tan foam (1.47 g, 63%). Reactants: ClC1=C(C=CC=C1)C1=C(C=CC=C1)CC(=N)NC(C)=O (2-(2′-chloro-biphenyl-2-yl)-N-acetyl-acetamidine), CO (methanol). The reagents and catalysts are [Pd] (Pd—C). Reaction conditions: time 18 hour. Yields the product C(C)(=O)O.C1(=C(C=CC=C1)CC(=N)N)C1=CC=CC=C1 (2-biphenyl-2-yl-acetamidine acetic acid salt). The yield is 78.4%. As a reaction SMILES: Cl[C:2]1[CH:7]=[CH:6][CH:5]=[CH:4][C:3]=1[C:8]1[CH:13]=[CH:12][CH:11]=[CH:10][C:9]=1[CH2:14][C:15]([NH:17][C:18](=[O:20])[CH3:19])=[NH:16].C[OH:22]>[Pd]>[C:18]([OH:20])(=[O:22])[CH3:19].[C:8]1([C:3]2[CH:2]=[CH:7][CH:6]=[CH:5][CH:4]=2)[CH:13]=[CH:12][CH:11]=[CH:10][C:9]=1[CH2:14][C:15]([NH2:17])=[NH:16] |f:3.4|. Reported procedure: To the solution of 2-(2′-chloro-biphenyl-2-yl)-N-acetyl-acetamidine (17) (2 g, 6.623 mmol) in methanol (10 mL) was added 200 mg 10% Pd—C. The mixture was hydrogenated by balloon pressure at room temperature for 18 h. After completion of the reaction, the mixture was filtered and evaporated to afford 2-biphenyl-2-yl-acetamidine acetic acid salt (5-01) (1.4 g, 78.4%) as a white solid. The reactants are C(C)C1=C(C(=O)C(C(=O)OCC)=COCC)C(=C(C(=C1F)F)F)F (ethyl 2-(2-ethyl-3,4,5,6-tetrafluorobenzoyl)-3-ethoxyacrylate), C1(CC1)N (cyclopropylamine). Product: C(C)C1=C(C(=O)C(C(=O)OCC)=CNC2CC2)C(=C(C(=C1F)F)F)F (ethyl 2-(2-ethyl-3,4,5,6-tetrafluorobenzoyl)-3-cyclopropylaminoacrylate). Reaction SMILES: [CH2:1]([C:3]1[C:20]([F:21])=[C:19]([F:22])[C:18]([F:23])=[C:17]([F:24])[C:4]=1[C:5]([C:7](=[CH:13]OCC)[C:8]([O:10][CH2:11][CH3:12])=[O:9])=[O:6])[CH3:2].[CH:25]1([NH2:28])[CH2:27][CH2:26]1>>[CH2:1]([C:3]1[C:20]([F:21])=[C:19]([F:22])[C:18]([F:23])=[C:17]([F:24])[C:4]=1[C:5]([C:7](=[CH:13][NH:28][CH:25]1[CH2:27][CH2:26]1)[C:8]([O:10][CH2:11][CH3:12])=[O:9])=[O:6])[CH3:2]. Reported procedure: Employing ethyl 2-(2-ethyl-3,4,5,6-tetrafluorobenzoyl)-3-ethoxyacrylate and cyclopropylamine, the procedure of Reference Example 21 is repeated to give ethyl 2-(2-ethyl-3,4,5,6-tetrafluorobenzoyl)-3-cyclopropylaminoacrylate. Starting materials: C(C)O (ethanol), C(C)OC(=O)C=1N=C(SC1)N1N=C(C2=C(CC1C)C=C1C(=C2)OCO1)C1=CC=C(C=C1)[N+](=O)[O-] ((±)-7-(4-Ethoxycarbonyl-thiazol-2-yl)-8-methyl-5-(4-nitrophenyl)-8,9-dihydro-7H-1,3-dioxolo[4,5-h][2,3]benzodiazepine), [OH-].[Na+] (sodium hydroxide), C(C)(=O)O (acetic acid). Run in O (water). Conditions: temperature 90 celsius. The product is C(=O)(O)C=1N=C(SC1)N1N=C(C2=C(CC1C)C=C1C(=C2)OCO1)C1=CC=C(C=C1)[N+](=O)[O-] ((±)-7-(4-Carboxythiazol-2-yl)-8-methyl-5-(4-nitrophenyl)-8,9-dihydro-7H-1,3-dioxolo[4,5-h][2.3]benzodiazepine). Yield: 91.2%. Reaction SMILES: C(O)C.C([O:6][C:7]([C:9]1[N:10]=[C:11]([N:14]2[CH:20]([CH3:21])[CH2:19][C:18]3[CH:22]=[C:23]4[O:28][CH2:27][O:26][C:24]4=[CH:25][C:17]=3[C:16]([C:29]3[CH:34]=[CH:33][C:32]([N+:35]([O-:37])=[O:36])=[CH:31][CH:30]=3)=[N:15]2)[S:12][CH:13]=1)=[O:8])C.[OH-].[Na+].C(O)(=O)C>O>[C:7]([C:9]1[N:10]=[C:11]([N:14]2[CH:20]([CH3:21])[CH2:19][C:18]3[CH:22]=[C:23]4[O:28][CH2:27][O:26][C:24]4=[CH:25][C:17]=3[C:16]([C:29]3[CH:34]=[CH:33][C:32]([N+:35]([O-:37])=[O:36])=[CH:31][CH:30]=3)=[N:15]2)[S:12][CH:13]=1)([OH:8])=[O:6] |f:2.3|. Procedure: A mixture of 9 ml of ethanol, 0.85 g (1.89 mmol) of (±)-7-(4-ethoxycarbonyl-thiazol-2-yl)-8-methyl-5-(4-nitrophenyl)-8,9-dihydro-7H-1,3-dioxolo[4,5-h][2,3]benzodiazepine (Example 8) and 7 ml of 1N sodium hydroxide solution was stirred at 90° C. After cooling, it was acidified with acetic acid, diluted with water and the precipitated crystals were filtered off, washed with water and dried to yield 0.78 g (98%) of the title compound; Mp.: >260° C.